From a dataset of the Open Reaction Database (ORD), a public repository of structured organic reaction records. describe an organic reaction: reactants, conditions, products, and yield Reactants: [H-].[Na+] (Sodium hydride), CC1=NN=C2N1C1=C(C=C2)NC(=C1)C (1,7-dimethyl-6H-pyrrolo[2,3-e][1,2,4]triazolo[4,3-a]pyridine), CCOC(=O)C(C1=CC=CC=C1)Br (ethyl-alpha-bromophenyl acetate). Run in CN(C)C=O (DMF), CN(C)C=O (DMF), CCOC(=O)C (EtOAc), O (water). Reaction conditions: time 15 minute. Product: CC1=NN=C2N1C1=C(C=C2)N(C(=C1)C)C(C(=O)OCC)C1=CC=CC=C1 (ethyl (1,7-dimethyl-6H-pyrrolo[2,3-e][1,2,4]triazolo[4,3-a]pyridin-6-yl)(phenyl)acetate). As a reaction SMILES: [H-].[Na+].[CH3:3][C:4]1[N:8]2[C:9]3[CH:15]=[C:14]([CH3:16])[NH:13][C:10]=3[CH:11]=[CH:12][C:7]2=[N:6][N:5]=1.[CH3:17][CH2:18][O:19][C:20]([CH:22](Br)[C:23]1[CH:28]=[CH:27][CH:26]=[CH:25][CH:24]=1)=[O:21]>CN(C=O)C.CCOC(C)=O.O>[CH3:3][C:4]1[N:8]2[C:9]3[CH:15]=[C:14]([CH3:16])[N:13]([CH:22]([C:23]4[CH:28]=[CH:27][CH:26]=[CH:25][CH:24]=4)[C:20]([O:19][CH2:18][CH3:17])=[O:21])[C:10]=3[CH:11]=[CH:12][C:7]2=[N:6][N:5]=1 |f:0.1|. Procedure: Sodium hydride (110 mg, 2.7 mmol, 60% in mineral oil) was added to a solution of 1,7-dimethyl-6H-pyrrolo[2,3-e][1,2,4]triazolo[4,3-a]pyridine (0.500 g, 2.68 mmol, from Example 2, Step 5) in DMF (50 mL). After 15 minutes, a solution of ethyl-alpha-bromophenyl acetate (0.70 mL, 4.0 mmol, Aldrich) in DMF (10 mL) was added dropwise. The mixture was stirred for 15 minutes at room temperature and then was poured into pH 7 buffer and diluted with EtOAc and water. The layers were separated and the aqueo... The reactants are N1CCC1 (azetidine), CN1N=CC(=C1C(NC=1C=CC=2N(C1)N=C(N2)N2CCOCC2)=O)C(=O)O (1-methyl-5-(2-morpholin-4-yl-[1,2,4]triazolo[1,5-a]pyridin-6-ylcarbamoyl)-1H-pyrazole-4-carboxylic acid), yellow solid. Yields the product N1(CCOCC1)C1=NN2C(C=CC(=C2)NC(=O)C=2N(N=CC2C(=O)C2CCN2)C)=N1 (2-Methyl-4-(azetidine-4-carbonyl)-2H-pyrazole-3-carboxylic acid (2-morpholin-4-yl-[1,2,4]triazolo[1,5-a]pyridin-6-yl)-amide). Reaction SMILES: [NH:1]1[CH2:4][CH2:3][CH2:2]1.[CH3:5][N:6]1[C:10]([C:11](=[O:28])[NH:12][C:13]2[CH:14]=[CH:15][C:16]3[N:17]([N:19]=[C:20]([N:22]4[CH2:27][CH2:26][O:25][CH2:24][CH2:23]4)[N:21]=3)[CH:18]=2)=[C:9]([C:29](O)=[O:30])[CH:8]=[N:7]1>>[N:22]1([C:20]2[N:21]=[C:16]3[CH:15]=[CH:14][C:13]([NH:12][C:11]([C:10]4[N:6]([CH3:5])[N:7]=[CH:8][C:9]=4[C:29]([CH:4]4[NH:1][CH2:2][CH2:3]4)=[O:30])=[O:28])=[CH:18][N:17]3[N:19]=2)[CH2:23][CH2:24][O:25][CH2:26][CH2:27]1. Procedure details: Using azetidine and 1-methyl-5-(2-morpholin-4-yl-[1,2,4]triazolo[1,5-a]pyridin-6-ylcarbamoyl)-1H-pyrazole-4-carboxylic acid, the title compound was prepared in the same manner as described for example 2. Light yellow solid (99 mg, 53%). MS: m/z=411 (M+H+). Ames test negative. Starting materials: C1CCOC1, CO, CCOC(=O)C(CCOC)c1cc(Cl)c(OCC2CC2)c(-c2ccc(C(F)(F)F)cc2)c1, [Li+], [OH-], O, O. Yields the product COCCC(C(=O)O)c1cc(Cl)c(OCC2CC2)c(-c2ccc(C(F)(F)F)cc2)c1. RXN SMILES: [CH2:39]1[O:40][CH2:41][CH2:42][CH2:43]1.[CH3:33][OH:34].[Cl:1][c:2]1[cH:3][c:4]([CH:23]([C:24](=[O:25])[O:26][CH2:27][CH3:28])[CH2:29][CH2:30][O:31][CH3:32])[cH:5][c:6](-[c:13]2[cH:14][cH:15][c:16]([C:19]([F:20])([F:21])[F:22])[cH:17][cH:18]2)[c:7]1[O:8][CH2:9][CH:10]1[CH2:11][CH2:12]1.[Li+:37].[OH-:36].[OH2:35].[OH2:38]>>[Cl:1][c:2]1[cH:3][c:4]([CH:23]([C:24](=[O:25])[OH:26])[CH2:29][CH2:30][O:31][CH3:32])[cH:5][c:6](-[c:13]2[cH:14][cH:15][c:16]([C:19]([F:20])([F:21])[F:22])[cH:17][cH:18]2)[c:7]1[O:8][CH2:9][CH:10]1[CH2:11][CH2:12]1.